This data is from the Open Reaction Database (ORD), a public repository of structured organic reaction records. The task is: describe an organic reaction: reactants, conditions, products, and yield Reactants: O=C=Nc1ccccc1Cl, CCN(CC)C(=O)CN1C(=O)C(N)N=C(c2ccccc2)c2ccccc21, C1CCOC1. As a reaction SMILES: [Cl:28][c:29]1[c:30]([N:35]=[C:36]=[O:37])[cH:31][cH:32][cH:33][cH:34]1.[NH2:1][CH:2]1[C:3](=[O:27])[N:4]([CH2:19][C:20](=[O:21])[N:22]([CH2:23][CH3:24])[CH2:25][CH3:26])[c:5]2[c:6]([cH:15][cH:16][cH:17][cH:18]2)[C:7]([c:9]2[cH:10][cH:11][cH:12][cH:13][cH:14]2)=[N:8]1.[O:38]1[CH2:39][CH2:40][CH2:41][CH2:42]1>>[NH:1]([CH:2]1[C:3](=[O:27])[N:4]([CH2:19][C:20](=[O:21])[N:22]([CH2:23][CH3:24])[CH2:25][CH3:26])[c:5]2[c:6]([cH:15][cH:16][cH:17][cH:18]2)[C:7]([c:9]2[cH:10][cH:11][cH:12][cH:13][cH:14]2)=[N:8]1)[C:36]([NH:35][c:30]1[c:29]([Cl:28])[cH:34][cH:33][cH:32][cH:31]1)=[O:37]. Yields the product CCN(CC)C(=O)CN1C(=O)C(NC(=O)Nc2ccccc2Cl)N=C(c2ccccc2)c2ccccc21. Product: C1(CCCCC1)OC=1C=C2C(=CN(C2=CC1)C(C1=C(C=CC=C1Cl)Cl)=O)C=1CCN(CC1)C (5-Cyclohexyloxy-1-(2,6-dichlorobenzoyl)-3-(1-methyl-1,2,3,6-tetrahydro-4-pyridinyl)indole). RXN SMILES: [CH:1]1([O:7][C:8]2[CH:9]=[C:10]3[C:14](=[CH:15][CH:16]=2)[NH:13][CH:12]=[C:11]3[C:17]2[CH2:18][CH2:19][N:20]([CH3:23])[CH2:21][CH:22]=2)[CH2:6][CH2:5][CH2:4][CH2:3][CH2:2]1.[Cl:24][C:25]1[CH:33]=[CH:32][CH:31]=[C:30]([Cl:34])[C:26]=1[C:27](Cl)=[O:28]>>[CH:1]1([O:7][C:8]2[CH:9]=[C:10]3[C:14](=[CH:15][CH:16]=2)[N:13]([C:27](=[O:28])[C:26]2[C:25]([Cl:24])=[CH:33][CH:32]=[CH:31][C:30]=2[Cl:34])[CH:12]=[C:11]3[C:17]2[CH2:18][CH2:19][N:20]([CH3:23])[CH2:21][CH:22]=2)[CH2:6][CH2:5][CH2:4][CH2:3][CH2:2]1. Procedure details: (40.1 mg, 100%); from 5-cyclohexyloxy-3-(1-methyl-1,2,3,6-tetrahydro-4-pyridinyl)-1H-indole (Example 4c, 25.7 mg, 0.083 mmol) and 2,6-dichlorobenzoyl chloride (30 uL, 0.21 mmol); HRMS-FAB+ for C27H28N2O2Cl2 : calculated MH+ : 483.16061; found: 483.15611. The reactants are C1(CCCCC1)OC=1C=C2C(=CNC2=CC1)C=1CCN(CC1)C (5-cyclohexyloxy-3-(1-methyl-1,2,3,6-tetrahydro-4-pyridinyl)-1H-indole), ClC1=C(C(=O)Cl)C(=CC=C1)Cl (2,6-dichlorobenzoyl chloride). Reactants: BrC(C(=O)OC)(C)C=1N=C(OC1)C (methyl 2-bromo-2-(2-methyl-1,3-oxazol-4-yl)propanoate), [H-].[Na+] (NaH), C(CC#N)#N (malononitrile). Run in CN(C)C=O (DMF), CN(C)C=O (DMF), CN(C)C=O (DMF). Run at time 15 minute. Product: C(#N)C(C(C(=O)OC)(C=1N=C(OC1)C)C)C#N (methyl 3,3-dicyano-2-methyl-2-(2-methyl-1,3-oxazol-4-yl)propanoate). Reaction SMILES: [H-].[Na+].[C:3](#[N:7])[CH2:4][C:5]#[N:6].Br[C:9]([C:15]1[N:16]=[C:17]([CH3:20])[O:18][CH:19]=1)([CH3:14])[C:10]([O:12][CH3:13])=[O:11]>CN(C=O)C>[C:5]([CH:4]([C:3]#[N:7])[C:9]([CH3:14])([C:15]1[N:16]=[C:17]([CH3:20])[O:18][CH:19]=1)[C:10]([O:12][CH3:13])=[O:11])#[N:6] |f:0.1|. Procedure: To NaH (60%, 0.293 g, 7.32 mmol) in 10 mL of DMF at room temperature was added dropwise malononitrile (0.483 g, 7.32 mmol) in 5 mL of DMF. After stirring at room temperature for 15 minutes, the intermediate from Step C (1.82 g, 7.32 mmol) in 10 mL of DMF was added. The resulting mixture was stirred for 2 hours and then quenched with water. The mixture was extracted with EtOAc, dried with MgSO4, and concentrated. The residue was purified by silica gel chromatography using a hexanes/EtOAc gradient... Reactants: [N+](=O)([O-])C=1C=C2C(=NN(C2=CC1)OC(C(C)(C)C)=O)C=1NC=CC1 (2,2-Dimethyl-propionic acid 5-nitro-3-(1H-pyrrol-2-yl)-indazol-1-yl ester). Reagents/catalysts: [Pd] (Pd/C). Run in C(C)O (ethanol). The product is NC=1C=C2C(=NN(C2=CC1)OC(C(C)(C)C)=O)C=1NC=CC1 (2,2-dimethyl-propionic acid 5-amino-3-(1H-pyrrol-2-yl)-indazol-1-yl ester). RXN SMILES: [N+:1]([C:4]1[CH:5]=[C:6]2[C:10](=[CH:11][CH:12]=1)[N:9]([O:13][C:14](=[O:19])[C:15]([CH3:18])([CH3:17])[CH3:16])[N:8]=[C:7]2[C:20]1[NH:21][CH:22]=[CH:23][CH:24]=1)([O-])=O>C(O)C.[Pd]>[NH2:1][C:4]1[CH:5]=[C:6]2[C:10](=[CH:11][CH:12]=1)[N:9]([O:13][C:14](=[O:19])[C:15]([CH3:16])([CH3:17])[CH3:18])[N:8]=[C:7]2[C:20]1[NH:21][CH:22]=[CH:23][CH:24]=1. Procedure: 2,2-Dimethyl-propionic acid 5-nitro-3-(1H-pyrrol-2-yl)-indazol-1-yl ester (370 mg, 1.13 mmol) (from Example 28) was hydrogenated using 10% Pd/C in ethanol (35 mL) at room temperature for 2 hours. The reaction was filtered and the filtrate was concentrated to give 2,2-dimethyl-propionic acid 5-amino-3-(1H-pyrrol-2-yl)-indazol-1-yl ester. The reactants are ClC1=C(C(=CC=C1)C)NC=1NC2=C(N1)C=C(C1=C2CC(O1)(C)C)C(=O)O (2-[(2-chloro-6-methylphenyl)amino]-7,7-dimethyl-7,8-dihydro-1H-furo[3,2-e]benzimidazole-5-carboxylic acid), CCN(C(C)C)C(C)C (DIPEA), S(=O)(Cl)Cl (thionyl chloride), FC(C=1C=CC(=C(N)C1)F)F (5-(difluoromethyl)-2-fluoroaniline). Run in C1CCOC1 (THF), C1=CC=CC=C1 (benzene). Product: ClC1=C(C(=CC=C1)C)NC1=NC2=C(N1)C=1CC(OC1C(=C2)C(=O)NC2=C(C=CC(=C2)C(F)F)F)(C)C (2-((2-Chloro-6-methylphenyl)amino)-N-(5-(difluoromethyl)-2-fluorophenyl)-7,7-dimethyl-7,8-dihydro-1H-benzofuro[4,5-d]imidazole-5-carboxamide). The yield is 7.2%. As a reaction SMILES: [Cl:1][C:2]1[CH:7]=[CH:6][CH:5]=[C:4]([CH3:8])[C:3]=1[NH:9][C:10]1[NH:11][C:12]2[C:18]3[CH2:19][C:20]([CH3:23])([CH3:22])[O:21][C:17]=3[C:16]([C:24]([OH:26])=O)=[CH:15][C:13]=2[N:14]=1.S(Cl)(Cl)=O.[F:31][CH:32]([F:41])[C:33]1[CH:34]=[CH:35][C:36]([F:40])=[C:37]([CH:39]=1)[NH2:38].CCN(C(C)C)C(C)C>C1COCC1.C1C=CC=CC=1>[Cl:1][C:2]1[CH:7]=[CH:6][CH:5]=[C:4]([CH3:8])[C:3]=1[NH:9][C:10]1[NH:11][C:12]2[C:18]3[CH2:19][C:20]([CH3:22])([CH3:23])[O:21][C:17]=3[C:16]([C:24]([NH:38][C:37]3[CH:39]=[C:33]([CH:32]([F:31])[F:41])[CH:34]=[CH:35][C:36]=3[F:40])=[O:26])=[CH:15][C:13]=2[N:14]=1. Reported procedure: The title compound was prepared by following the procedure as described for Example-108 using 2-[(2-chloro-6-methylphenyl)amino]-7,7-dimethyl-7,8-dihydro-1H-furo[3,2-e]benzimidazole-5-carboxylic acid (Intermediate-35, 0.100 g, 0.269 mmol), thionyl chloride (2.0 mL), 5-(difluoromethyl)-2-fluoroaniline (Intermediate-46, 0.065 g, 0.403 mmol), benzene (4 mL), THF (6.0 mL) and DIPEA (4 mL). The obtained crude product was purified by column chromatography on basic alumina eluting with 0.7-1.0% MeOH:DC... Starting materials: CNCCOC, Cc1ccc(S(=O)(=O)OCc2noc(C(CCCC3CCCCC3)CC(=O)OC(C)(C)C)n2)cc1. Yields the product COCCN(C)Cc1noc(C(CCCC2CCCCC2)CC(=O)OC(C)(C)C)n1. RXN SMILES: [CH3:36][O:37][CH2:38][CH2:39][NH:40][CH3:41].[CH:1]1([CH2:7][CH2:8][CH2:9][CH:10]([CH2:11][C:12](=[O:13])[O:14][C:15]([CH3:16])([CH3:17])[CH3:18])[c:19]2[n:20][c:21]([CH2:24][O:25][S:26]([c:27]3[cH:28][cH:29][c:30]([CH3:31])[cH:32][cH:33]3)(=[O:34])=[O:35])[n:22][o:23]2)[CH2:2][CH2:3][CH2:4][CH2:5][CH2:6]1>>[CH:1]1([CH2:7][CH2:8][CH2:9][CH:10]([CH2:11][C:12](=[O:13])[O:14][C:15]([CH3:16])([CH3:17])[CH3:18])[c:19]2[n:20][c:21]([CH2:24][N:40]([CH2:39][CH2:38][O:37][CH3:36])[CH3:41])[n:22][o:23]2)[CH2:2][CH2:3][CH2:4][CH2:5][CH2:6]1.